This data is from the Open Reaction Database (ORD), a public repository of structured organic reaction records. The task is: describe an organic reaction: reactants, conditions, products, and yield Reactants: CC12CCC3C(CCC4=CC(=O)CCC43CO)C1CCC2O, CC1CC(=O)C=C2CCC3C4CCC(O)C4(C)CCC3C21CO. Product: CC12CCC3C(CCC4=CCCCC43CO)C1CCC2O. Reaction SMILES: [OH:1][CH:2]1[C:3]2([CH3:4])[CH:5]([CH2:6][CH2:7]1)[CH:8]1[CH2:9][CH2:10][C:11]3=[CH:12][C:13](=[O:22])[CH2:14][CH2:15][C:16]3([CH2:17][OH:18])[CH:19]1[CH2:20][CH2:21]2.[OH:23][CH:24]1[CH2:25][CH2:26][CH:27]2[CH:28]3[CH:29]([CH2:30][CH2:31][C:32]12[CH3:33])[C:34]1([CH2:35][OH:36])[C:37](=[CH:38][C:39](=[O:40])[CH2:41][CH:42]1[CH3:43])[CH2:44][CH2:45]3>>[OH:1][CH:2]1[C:3]2([CH3:4])[CH:5]([CH2:6][CH2:7]1)[CH:8]1[CH2:9][CH2:10][C:11]3=[CH:12][CH2:13][CH2:14][CH2:15][C:16]3([CH2:17][OH:18])[CH:19]1[CH2:20][CH2:21]2. Reaction SMILES: [CH2:42]([N:43]=[C:44]=[N:45][CH2:46][CH2:47][CH2:48][N:49]([CH3:50])[CH3:51])[CH3:52].[CH3:1][S:2](=[O:3])(=[O:4])[c:5]1[cH:6][cH:7][c:8]([O:11][c:12]2[cH:13][c:14]3[cH:15][c:16]([C:21]4=[N:25][CH2:24][CH:23]([CH2:26][C:27](=[O:28])[OH:29])[S:22]4)[nH:17][c:18]3[cH:19][cH:20]2)[cH:9][n:10]1.[CH3:59][N:60]([CH3:61])[CH:62]=[O:63].[ClH:41].[NH2:53][CH2:54][C:55]([CH3:56])([OH:57])[CH3:58].[OH2:30].[OH2:64].[OH:31][n:32]1[c:33]2[cH:34][cH:35][cH:36][cH:37][c:38]2[n:39][n:40]1>>[CH3:1][S:2](=[O:3])(=[O:4])[c:5]1[cH:6][cH:7][c:8]([O:11][c:12]2[cH:13][c:14]3[cH:15][c:16]([C:21]4=[N:25][CH2:24][CH:23]([CH2:26][C:27](=[O:28])[NH:53][CH2:54][C:55]([CH3:56])([OH:57])[CH3:58])[S:22]4)[nH:17][c:18]3[cH:19][cH:20]2)[cH:9][n:10]1. Product: CC(C)(O)CNC(=O)CC1CN=C(c2cc3cc(Oc4ccc(S(C)(=O)=O)nc4)ccc3[nH]2)S1. Reactants: CCN=C=NCCCN(C)C, CS(=O)(=O)c1ccc(Oc2ccc3[nH]c(C4=NCC(CC(=O)O)S4)cc3c2)cn1, CN(C)C=O, Cl, CC(C)(O)CN, O, O, On1nnc2ccccc21. Starting materials: F[B-](F)(F)F.[H+] (fluoroboric acid), ClC1=C(N)C=C(C=C1)Br (2-Chloro-5-bromoaniline), Cl (hydrochloric acid), N(=O)[O-].[Na+] (sodium nitrite). Solvent: O (water). Yields the product ClC1=C(C=C(C=C1)Br)F (2-chloro-5-bromofluorobenzene). Yield: 70.4%. As a reaction SMILES: [Cl:1][C:2]1[CH:8]=[CH:7][C:6]([Br:9])=[CH:5][C:3]=1N.Cl.N([O-])=O.[Na+].[F:15][B-](F)(F)F.[H+]>O>[Cl:1][C:2]1[CH:8]=[CH:7][C:6]([Br:9])=[CH:5][C:3]=1[F:15] |f:2.3,4.5|. Procedure details: 2-Chloro-5-bromoaniline (258 g) is added to concentrated hydrochloric acid (750 ml) and the mixture is stirred at 80°-90° C. until formation of a homogeneous suspension. Then, it is cooled and diazotized at 0°-5° C. by dropwise addition of sodium nitrite (95.1 g) in water (330 ml) during 1 hour. The mixture is stirred for an additional 20 minutes and then a solution of fluoroboric acid (700 ml) (prepared by dissolving 264 g of boric acid in 744 ml of 40% hydrofluoric acid) is added. After 30 min... Reactants: ClC=1N=C(C=2N=CN([C@H]3[C@H](O)[C@H](O)[C@@H](CO)O3)C2N1)N (2-chloroadenosine), NCCC=1SC(=CC1)Br (2-(2-aminoethyl)-5-bromothiophene). Run at temperature 140 celsius, time 18 hour. The product is C (charcoal), BrC1=CC=C(S1)CCNC=1N=C(C=2N=CN([C@H]3[C@H](O)[C@H](O)[C@@H](CO)O3)C2N1)N (2-[2-(5-bromo-2-thienyl)ethylamino]-adenosine). Reaction SMILES: Cl[C:2]1[N:3]=[C:4]([NH2:20])[C:5]2[N:6]=[CH:7][N:8]([C:18]=2[N:19]=1)[C@@H:9]1[O:17][C@H:14]([CH2:15][OH:16])[C@@H:12]([OH:13])[C@H:10]1[OH:11].[NH2:21][CH2:22][CH2:23][C:24]1[S:25][C:26]([Br:29])=[CH:27][CH:28]=1>>[CH4:2].[Br:29][C:26]1[S:25][C:24]([CH2:23][CH2:22][NH:21][C:2]2[N:3]=[C:4]([NH2:20])[C:5]3[N:6]=[CH:7][N:8]([C:18]=3[N:19]=2)[C@@H:9]2[O:17][C@H:14]([CH2:15][OH:16])[C@@H:12]([OH:13])[C@H:10]2[OH:11])=[CH:28][CH:27]=1. Procedure: A mixture of 2-chloroadenosine (0.3 g) and 2-(2-aminoethyl)-5-bromothiophene (2.1 g) is stirred under nitrogen at 140° C. over 18 hours. It is concentrated to a small volume under high vacuum (0.1 mm Hg) at 50° C., and the residue is purified by flash chromatography through a silica gel column (25×200 mm) eluting with methylene chloride/ammonia-saturated methanol (9:1). Fractions containing the major product are combined and concentrated to dryness at reduced pressure. The residue is recrystalli... Reactants: COC(=O)C1=C(C)NC(C)=C(C(=O)O)C1c1cccc([N+](=O)[O-])c1, Cc1ccccc1, C(=NC1CCCCC1)=NC1CCCCC1, CC(=CCO)c1ccc(Cc2ncc[nH]2)cc1. Yields the product COC(=O)C1=C(C)NC(C)=C(C(=O)OCC=C(C)c2ccc(Cc3ncc[nH]3)cc2)C1c1cccc([N+](=O)[O-])c1. As a reaction SMILES: [CH3:1][C:2]1=[C:7]([C:8](=[O:9])[OH:10])[CH:6]([c:11]2[cH:12][c:13]([N+:17](=[O:18])[O-:19])[cH:14][cH:15][cH:16]2)[C:5]([C:20](=[O:21])[O:22][CH3:23])=[C:4]([CH3:24])[NH:3]1.[CH3:57][c:58]1[cH:59][cH:60][cH:61][cH:62][cH:63]1.[CH:42]1([N:43]=[C:44]=[N:45][CH:46]2[CH2:47][CH2:48][CH2:49][CH2:50][CH2:51]2)[CH2:52][CH2:53][CH2:54][CH2:55][CH2:56]1.[nH:25]1[c:26]([CH2:30][c:31]2[cH:32][cH:33][c:34]([C:37](=[CH:38][CH2:39][OH:40])[CH3:41])[cH:35][cH:36]2)[n:27][cH:28][cH:29]1>>[CH3:1][C:2]1=[C:7]([C:8](=[O:9])[O:10][CH2:39][CH:38]=[C:37]([c:34]2[cH:33][cH:32][c:31]([CH2:30][c:26]3[n:25][cH:29][cH:28][nH:27]3)[cH:36][cH:35]2)[CH3:41])[CH:6]([c:11]2[cH:12][c:13]([N+:17](=[O:18])[O-:19])[cH:14][cH:15][cH:16]2)[C:5]([C:20](=[O:21])[O:22][CH3:23])=[C:4]([CH3:24])[NH:3]1. The reactants are O=C1CCC(=O)C1, COc1ccc(N)cc1OC1CCCC1, O, Cc1ccc(S(=O)(=O)O)cc1, c1ccccc1. The product is COc1ccc(NC2=CC(=O)CC2)cc1OC1CCCC1. As a reaction SMILES: [C:16]1(=[O:22])[CH2:17][C:18](=[O:21])[CH2:19][CH2:20]1.[CH:1]1([O:6][c:7]2[cH:8][c:9]([NH2:10])[cH:11][cH:12][c:13]2[O:14][CH3:15])[CH2:2][CH2:3][CH2:4][CH2:5]1.[OH2:34].[c:23]1([CH3:24])[cH:25][cH:26][c:27]([S:28]([OH:29])(=[O:30])=[O:31])[cH:32][cH:33]1.[cH:35]1[cH:36][cH:37][cH:38][cH:39][cH:40]1>>[CH:1]1([O:6][c:7]2[cH:8][c:9]([NH:10][C:16]3=[CH:17][C:18](=[O:21])[CH2:19][CH2:20]3)[cH:11][cH:12][c:13]2[O:14][CH3:15])[CH2:2][CH2:3][CH2:4][CH2:5]1. Starting materials: C(C)#N (acetonitrile), C[Si](C)(C)[N-][Si](C)(C)C.[K+] (potassium bis(trimethylsilyl)amide), NC1=NC(=C(C(=N1)C=1OC(=CC1)Br)C#N)SCCC1=NC=CC=C1 (2-amino-4-(5-bromo-furan-2-yl)-6-(2-pyridin-2-yl-ethylsulfanyl)-pyrimidine-5-carbonitrile). Run in C1CCOC1 (THF), C1CCOC1 (THF). Reaction conditions: time 1 hour. The product is NC1=NC(=C(C(=N1)C=1OC(=CC1)CC#N)C#N)SCCC1=NC=CC=C1 (2-amino-4-(5-cyanomethyl-furan-2-yl)-6-(2-pyridin-2-yl-ethylsulfanyl)-pyrimidine-5-carbonitrile). Isolated yield 8.1%. RXN SMILES: [C:1](#[N:3])[CH3:2].C[Si]([N-][Si](C)(C)C)(C)C.[K+].[NH2:14][C:15]1[N:20]=[C:19]([C:21]2[O:22][C:23](Br)=[CH:24][CH:25]=2)[C:18]([C:27]#[N:28])=[C:17]([S:29][CH2:30][CH2:31][C:32]2[CH:37]=[CH:36][CH:35]=[CH:34][N:33]=2)[N:16]=1>C1COCC1>[NH2:14][C:15]1[N:20]=[C:19]([C:21]2[O:22][C:23]([CH2:2][C:1]#[N:3])=[CH:24][CH:25]=2)[C:18]([C:27]#[N:28])=[C:17]([S:29][CH2:30][CH2:31][C:32]2[CH:37]=[CH:36][CH:35]=[CH:34][N:33]=2)[N:16]=1 |f:1.2|. Reported procedure: To a stirred solution of 0.2 ml (3.72 mmol) acetonitrile in 25 ml dry THF under argon at −78° C. was added dropwise 3.3 ml (1,65 mmol) potassium bis(trimethylsilyl)amide solution (0.5M in toluene) and stirring continued for 1 hour. The solution was then transferred dropwise via cannula to a solution of 300 mg (0.75 mmol) 2-amino-4-(5-bromo-furan-2-yl)-6-(2-pyridin-2-yl-ethylsulfanyl)-pyrimidine-5-carbonitrile in 25 ml THF at −78° C. and stirring continued for 5 h at −78° C. and 1 h at −40° C. Th...